This data is from the Open Reaction Database (ORD), a public repository of structured organic reaction records. The task is: describe an organic reaction: reactants, conditions, products, and yield The reactants are C(CCC)[Sn](O[Sn](CCCC)(CCCC)CCCC)(CCCC)CCCC (Hexabutyldistannoxane), Cl[Si](C)(C)Cl (dichlorodimethylsilane). Conditions: temperature 180 celsius. Product: C(CCC)[Sn](O[Si](C)(C)O[Sn](CCCC)(CCCC)CCCC)(CCCC)CCCC (bis(tri-n-butylstannyloxy)dimethylsilane). As a reaction SMILES: C([Sn](CCCC)(CCCC)[O:6][Sn:7]([CH2:16][CH2:17][CH2:18][CH3:19])([CH2:12][CH2:13][CH2:14][CH3:15])[CH2:8][CH2:9][CH2:10][CH3:11])CCC.Cl[Si:29](Cl)([CH3:31])[CH3:30]>>[CH2:16]([Sn:7]([CH2:12][CH2:13][CH2:14][CH3:15])([CH2:8][CH2:9][CH2:10][CH3:11])[O:6][Si:29]([O:6][Sn:7]([CH2:8][CH2:9][CH2:10][CH3:11])([CH2:12][CH2:13][CH2:14][CH3:15])[CH2:16][CH2:17][CH2:18][CH3:19])([CH3:31])[CH3:30])[CH2:17][CH2:18][CH3:19]. Reported procedure: Hexabutyldistannoxane (2 equiv.) was slowly added dropwise with stirring to dimethyldichlorosilane (19), followed by heating to 180° C. for 4 hours and vacuum distillation to give bis(tri-n-butylstannyloxy)dimethylsilane 24. Equimolar amounts of 23 and 24 in THF were stirred at room temperature for 4 hours before cyclosiloxane 25 was isolated by distillation.